From a dataset of the Open Reaction Database (ORD), a public repository of structured organic reaction records. describe an organic reaction: reactants, conditions, products, and yield The reactants are O=C(c1ccc(Br)cc1)c1ccc(O)c(Cl)c1, C1CCOC1, CC1(C)CC(=O)CC(C)(C)C1, [K+], [K+], O=C([O-])[O-], [Zn]. Reaction SMILES: [Br:1][c:2]1[cH:3][cH:4][c:5]([C:8](=[O:9])[c:10]2[cH:11][c:12]([Cl:17])[c:13]([OH:16])[cH:14][cH:15]2)[cH:6][cH:7]1.[CH2:35]1[O:36][CH2:37][CH2:38][CH2:39]1.[CH3:18][C:19]1([CH3:28])[CH2:20][C:21](=[O:27])[CH2:22][C:23]([CH3:25])([CH3:26])[CH2:24]1.[K+:29].[K+:30].[O-:31][C:32]([O-:33])=[O:34].[Zn:40]>>[Br:1][c:2]1[cH:3][cH:4][c:5]([C:8]([c:10]2[cH:11][c:12]([Cl:17])[c:13]([OH:16])[cH:14][cH:15]2)=[C:21]2[CH2:20][C:19]([CH3:18])([CH3:28])[CH2:24][C:23]([CH3:25])([CH3:26])[CH2:22]2)[cH:6][cH:7]1. The product is CC1(C)CC(=C(c2ccc(Br)cc2)c2ccc(O)c(Cl)c2)CC(C)(C)C1.